The task is: describe an organic reaction: reactants, conditions, products, and yield. This data is from the Open Reaction Database (ORD), a public repository of structured organic reaction records. Reactants: BrC(C(OC1=C(C=CC=C1)OC)(F)F)(F)F (1-(2-bromo-1,1,2,2-tetrafluoroethoxy)-2-methoxybenzene), C(C)(=O)O (acetic acid), Br (hydrobromic acid). The solvent is acid, O (water). Conditions: temperature 20 celsius, time 43 hour. Yields the product BrC(C(OC1=C(C=CC=C1)O)(F)F)(F)F (2-(2-bromo-1,1,2,2-tetrafluoroethoxy)-phenol). Yield: 83.9%. RXN SMILES: [Br:1][C:2]([F:16])([F:15])[C:3]([F:14])([F:13])[O:4][C:5]1[CH:10]=[CH:9][CH:8]=[CH:7][C:6]=1[O:11]C.C(O)(=O)C.Br>O>[Br:1][C:2]([F:15])([F:16])[C:3]([F:13])([F:14])[O:4][C:5]1[CH:10]=[CH:9][CH:8]=[CH:7][C:6]=1[OH:11]. Procedure details: A solution of 54.42 g of 1-(2-bromo-1,1,2,2-tetrafluoroethoxy)-2-methoxybenzene in 500 ml of an acid mixture of acetic acid (96% by weight)/hydrobromic acid (48% by weight) 2.5:1 was stirred for 43 hours under reflux, the completeness of the reaction being monitored by gas chromatography (GC). The reaction mixture was then cooled to 20° C. and poured into water. The organic phase was separated off and the aqueous phase was extracted twice with dichloromethane. The extracts were added to the orga... Starting materials: FC1=CC=C(C=C1)I (4-fluoroiodobenzene), CC(=O)C1=CC(=C(C=C1)Br)[N+](=O)[O-] (4-bromo-3-nitroacetophenone). Run in CO (methanol). Yields the product C(C)(=O)C1=CC(=C(C=C1)C1=CC=C(C=C1)F)[N+](=O)[O-] (4-acetyl-4'-fluoro-2-nitrobiphenyl). Reaction SMILES: [F:1][C:2]1[CH:7]=[CH:6][C:5](I)=[CH:4][CH:3]=1.[CH3:9][C:10]([C:12]1[CH:17]=[CH:16][C:15](Br)=[C:14]([N+:19]([O-:21])=[O:20])[CH:13]=1)=[O:11]>CO>[C:10]([C:12]1[CH:17]=[CH:16][C:15]([C:5]2[CH:6]=[CH:7][C:2]([F:1])=[CH:3][CH:4]=2)=[C:14]([N+:19]([O-:21])=[O:20])[CH:13]=1)(=[O:11])[CH3:9]. Procedure: 4-fluoroiodobenzene and 4-bromo-3-nitroacetophenone were reacted under Ullmann conditions to give 4-acetyl-4'-fluoro-2-nitrobiphenyl, m.p. 88°-90° C. (from methanol). This compound was reduced with stannous chloride in concentrated hydrochloric acid to give 4-acetyl-2-amino-4'-fluorobiphenyl, m.p. 88°-91° C. (from methanol). The amino group in this compound was converted to methoxy in the following way: Reactants: CCO, COc1ccc2ccc(=O)oc2c1. Yields the product O=c1ccc2ccccc2o1. Reaction SMILES: [CH3:14][CH2:15][OH:16].[CH3:1][O:2][c:3]1[cH:4][cH:5][c:6]2[cH:7][cH:8][c:9](=[O:13])[o:10][c:11]2[cH:12]1>>[cH:3]1[cH:4][cH:5][c:6]2[cH:7][cH:8][c:9](=[O:13])[o:10][c:11]2[cH:12]1.